This data is from the Open Reaction Database (ORD), a public repository of structured organic reaction records. The task is: describe an organic reaction: reactants, conditions, products, and yield The product is COC(=O)c1ccc2oc(=O)n(Cc3cccc(-c4ncc(OCCCN(C)C)cn4)c3)c2c1. Reaction SMILES: [CH2:71]1[O:72][CH2:73][CH2:74][CH2:75]1.[CH3:34][N:35]([CH2:36][CH2:37][CH2:38][O:39][c:40]1[cH:41][n:42][c:43](-[c:46]2[cH:47][c:48]([CH2:52][OH:53])[cH:49][cH:50][cH:51]2)[n:44][cH:45]1)[CH3:54].[N:55]([C:56]([O:57][C:58]([CH3:59])([CH3:60])[CH3:61])=[O:62])=[N:63][C:64]([O:65][C:66]([CH3:67])([CH3:68])[CH3:69])=[O:70].[O:1]=[c:2]1[o:3][c:4]2[c:5]([nH:6]1)[cH:7][c:8]([C:11](=[O:12])[O:13][CH3:14])[cH:9][cH:10]2.[c:15]1([P:16]([c:17]2[cH:18][cH:19][cH:20][cH:21][cH:22]2)[c:23]2[cH:24][cH:25][cH:26][cH:27][cH:28]2)[cH:29][cH:30][cH:31][cH:32][cH:33]1>>[O:1]=[c:2]1[o:3][c:4]2[c:5]([n:6]1[CH2:52][c:48]1[cH:47][c:46](-[c:43]3[n:42][cH:41][c:40]([O:39][CH2:38][CH2:37][CH2:36][N:35]([CH3:34])[CH3:54])[cH:45][n:44]3)[cH:51][cH:50][cH:49]1)[cH:7][c:8]([C:11](=[O:12])[O:13][CH3:14])[cH:9][cH:10]2. The reactants are C1CCOC1, CN(C)CCCOc1cnc(-c2cccc(CO)c2)nc1, CC(C)(C)OC(=O)N=NC(=O)OC(C)(C)C, COC(=O)c1ccc2oc(=O)[nH]c2c1, c1ccc(P(c2ccccc2)c2ccccc2)cc1. The reactants are O=C1CCC(=O)N1Br, N#CN1c2ccccc2CCc2ccccc21, O=C(OOC(=O)c1ccccc1)c1ccccc1, ClC(Cl)(Cl)Cl. Product: N#CN1c2ccccc2CC(Br)c2ccccc21. RXN SMILES: [Br:18][N:19]1[C:20](=[O:21])[CH2:22][CH2:23][C:24]1=[O:25].[C:1](#[N:2])[N:3]1[c:4]2[c:5]([cH:14][cH:15][cH:16][cH:17]2)[CH2:6][CH2:7][c:8]2[c:9]1[cH:10][cH:11][cH:12][cH:13]2.[C:26]([O:27][O:28][C:29](=[O:30])[c:31]1[cH:32][cH:33][cH:34][cH:35][cH:36]1)(=[O:37])[c:38]1[cH:39][cH:40][cH:41][cH:42][cH:43]1.[Cl:44][C:45]([Cl:46])([Cl:47])[Cl:48]>>[C:1](#[N:2])[N:3]1[c:4]2[c:5]([cH:14][cH:15][cH:16][cH:17]2)[CH:6]([Br:18])[CH2:7][c:8]2[c:9]1[cH:10][cH:11][cH:12][cH:13]2. Reactants: CCOC(=O)N1CCC(n2c(=O)[nH]c3cc(Cl)ccc32)CC1, [Cl-], [NH4+], [Na+], [OH-], O. Product: O=c1[nH]c2cc(Cl)ccc2n1C1CCNCC1. Reaction SMILES: [C:1]([O:2][CH2:3][CH3:4])(=[O:5])[N:6]1[CH2:7][CH2:8][CH:9]([n:12]2[c:13](=[O:22])[nH:14][c:15]3[c:16]2[cH:17][cH:18][c:19]([Cl:21])[cH:20]3)[CH2:10][CH2:11]1.[Cl-:25].[NH4+:26].[Na+:24].[OH-:23].[OH2:27]>>[NH:6]1[CH2:7][CH2:8][CH:9]([n:12]2[c:13](=[O:22])[nH:14][c:15]3[c:16]2[cH:17][cH:18][c:19]([Cl:21])[cH:20]3)[CH2:10][CH2:11]1. Starting materials: CCc1c(I)[nH]c(C=O)c1C(=O)OCc1ccccc1, O=[N+]([O-])c1ccc(B(O)O)cc1, OB(O)c1ccc(F)cc1. The product is CCc1c(-c2ccc([N+](=O)[O-])cc2)[nH]c(C=O)c1C(=O)OCc1ccccc1. Reaction SMILES: [CH2:1]([CH3:2])[c:3]1[c:4]([C:11](=[O:12])[O:13][CH2:14][c:15]2[cH:16][cH:17][cH:18][cH:19][cH:20]2)[c:5]([CH:9]=[O:10])[nH:6][c:7]1[I:8].[N+:31](=[O:32])([O-:33])[c:34]1[cH:35][cH:36][c:37]([B:40]([OH:41])[OH:42])[cH:38][cH:39]1.[OH:21][B:22]([c:23]1[cH:24][cH:25][c:26]([F:27])[cH:28][cH:29]1)[OH:30]>>[CH2:1]([CH3:2])[c:3]1[c:4]([C:11](=[O:12])[O:13][CH2:14][c:15]2[cH:16][cH:17][cH:18][cH:19][cH:20]2)[c:5]([CH:9]=[O:10])[nH:6][c:7]1-[c:37]1[cH:36][cH:35][c:34]([N+:31](=[O:32])[O-:33])[cH:39][cH:38]1.